Task: describe an organic reaction: reactants, conditions, products, and yield. Dataset: the Open Reaction Database (ORD), a public repository of structured organic reaction records The product is CCc1ccnc(C(=O)c2[nH]c3ccc(Cl)cc3c2CC(=O)O)c1F. RXN SMILES: [CH3:1][CH:2]([C:3](=[O:4])[O-:5])[c:6]1[c:7]([C:16](=[O:17])[c:18]2[n:19][cH:20][cH:21][c:22]([CH2:25][CH3:26])[c:23]2[F:24])[nH:8][c:9]2[cH:10][cH:11][c:12]([Cl:15])[cH:13][c:14]12.[CH3:27][C:28](=[O:29])[OH:30].[ClH:31]>>[CH2:2]([C:3](=[O:4])[OH:5])[c:6]1[c:7]([C:16](=[O:17])[c:18]2[n:19][cH:20][cH:21][c:22]([CH2:25][CH3:26])[c:23]2[F:24])[nH:8][c:9]2[cH:10][cH:11][c:12]([Cl:15])[cH:13][c:14]12. Starting materials: CCc1ccnc(C(=O)c2[nH]c3ccc(Cl)cc3c2C(C)C(=O)[O-])c1F, CC(=O)O, Cl. The reactants are BrC=1C(=NC=C(C1)[N+](=O)[O-])OCC(F)(F)F (3-bromo-5-nitro-2-(2,2,2-trifluoro-ethoxy)-pyridine), C1(=CCCC1)B1OC(C(O1)(C)C)(C)C (2-(1-cyclopenten-1-yl)-4,4,5,5-tetramethyl-1,3,2-dioxaborolane), C(=O)([O-])[O-].[K+].[K+] (K2CO3), O (water). Solvent: CN(C)C=O (DMF). Run at temperature 80 celsius. The product is C1(=CCCC1)C=1C(=NC=C(C1)[N+](=O)[O-])OCC(F)(F)F (3-Cyclopent-1-enyl-5-nitro-2-(2,2,2-trifluoro-ethoxy)-pyridine). The yield is 43.6%. As a reaction SMILES: Br[C:2]1[C:3]([O:11][CH2:12][C:13]([F:16])([F:15])[F:14])=[N:4][CH:5]=[C:6]([N+:8]([O-:10])=[O:9])[CH:7]=1.[C:17]1(B2OC(C)(C)C(C)(C)O2)[CH2:21][CH2:20][CH2:19][CH:18]=1.C([O-])([O-])=O.[K+].[K+].O>CN(C=O)C>[C:17]1([C:2]2[C:3]([O:11][CH2:12][C:13]([F:16])([F:15])[F:14])=[N:4][CH:5]=[C:6]([N+:8]([O-:10])=[O:9])[CH:7]=2)[CH2:21][CH2:20][CH2:19][CH:18]=1 |f:2.3.4|. Reported procedure: To a stirred solution of 3-bromo-5-nitro-2-(2,2,2-trifluoro-ethoxy)-pyridine (Example 1a) (6 g, 19.9 mmol) in DMF (30 mL) was added 2-(1-cyclopenten-1-yl)-4,4,5,5-tetramethyl-1,3,2-dioxaborolane (CAN 287944-10-9) (4.64 g, 23.9 mmol) and K2CO3 (8.2 g, 59.8 mmol) at 25° C. and the reaction mixture was degassed with argon over 30 min. To this was added PdCl2 (dppf)2 dichloromethane complex (814 mg, 1.1 mmol) and the reaction mixture was heated to 80° C. for 20 h. The reaction mixture cooled to 25° ... The reactants are CC(C(=O)[O-])(C)NC(=O)NC1=CC=C(C=C1)SC(F)(F)F (2-methyl-2-[3-(4-trifluoromethylsulfanylphenyl)ureido]propionate). The solvent is Cl (HCl), O1CCOCC1 (dioxane). Run at temperature 4 celsius. Product: CC1(C(N(C(N1)=O)C1=CC=C(C=C1)SC(F)(F)F)=O)C (5,5-dimethyl-3-(4-trifluoromethylsulfanylphenyl)-imidazolidine-2,4-dione), crystals. RXN SMILES: [CH3:1][C:2]([NH:7][C:8]([NH:10][C:11]1[CH:16]=[CH:15][C:14]([S:17][C:18]([F:21])([F:20])[F:19])=[CH:13][CH:12]=1)=[O:9])([CH3:6])[C:3]([O-])=[O:4]>Cl.O1CCOCC1>[CH3:1][C:2]1([CH3:6])[NH:7][C:8](=[O:9])[N:10]([C:11]2[CH:16]=[CH:15][C:14]([S:17][C:18]([F:21])([F:20])[F:19])=[CH:13][CH:12]=2)[C:3]1=[O:4]. Procedure: 30 g of 2-methyl-2-[3-(4-trifluoromethylsulfanylphenyl)ureido]propionate 3 are dissolved in a mixture of 225 ml of 3 N HCl and 230 ml of dioxane, refluxed for 6 hours and, after cooling to 4° C., the product 5,5-dimethyl-3-(4-trifluoromethylsulfanylphenyl)-imidazolidine-2,4-dione is isolated in the form of white crystals (24.14 g). The reactants are C(CCC)[Li] (n-butyllithium), BrC=1C=CC(=C(C#N)C1)F (5-bromo-2-fluorobenzonitrile), C(C)(C)OB(OC(C)C)OC(C)C (triisopropylborate). Run in O1CCCC1 (tetrahydrofuran). Run at temperature -78 celsius, time 30 minute. Product: C(#N)C=1C=C(C=CC1F)B(O)O (3-Cyano-4-fluorobenzeneboronic Acid). As a reaction SMILES: C([Li])CCC.Br[C:7]1[CH:8]=[CH:9][C:10]([F:15])=[C:11]([CH:14]=1)[C:12]#[N:13].C([O:19][B:20](OC(C)C)[O:21]C(C)C)(C)C>O1CCCC1>[C:12]([C:11]1[CH:14]=[C:7]([B:20]([OH:21])[OH:19])[CH:8]=[CH:9][C:10]=1[F:15])#[N:13]. Procedure details: A solution of n-butyllithium (5.6 ml, 2.5M in hexanes) was added over a 20 minute period to a solution of 5-bromo-2-fluorobenzonitrile and triisopropylborate (3.46 ml) in tetrahydrofuran (10 ml) at −78° C. The resulting solution was stirred at −78° C. for 30 minutes and then quenched by the addition of a 2M hydrochloric acid (20 ml) and extracted into ethyl acetate. The combined extracts were dried over anhydrous magnesium sulfate, filtered and concentrated. The residue was purified by triturati... Starting materials: C(C1=CC=CC=C1)ON(CCCCC#N)C(CCC(NCCCCCNOCC1=CC=CC=C1)=O)=O (6,17-Bis(benzyloxy)-7,10-dioxo-6,11,17-triazaheptadecane-nitrile), C1(CCC(=O)O1)=O (succinic anhydride). Run in N1=CC=CC=C1 (pyridine). Product: C(C1=CC=CC=C1)ON(C(CCC(=O)O)=O)CCCCCNC(CCC(N(CCCCC#N)OCC1=CC=CC=C1)=O)=O (5,16-Bis(benzyloxy)-20-cyano-4,12,15-trioxo-5,11,16-triazaeicosanoic acid). The yield is 96.6%. As a reaction SMILES: [CH2:1]([O:8][N:9]([C:16](=[O:36])[CH2:17][CH2:18][C:19](=[O:35])[NH:20][CH2:21][CH2:22][CH2:23][CH2:24][CH2:25][NH:26][O:27][CH2:28][C:29]1[CH:34]=[CH:33][CH:32]=[CH:31][CH:30]=1)[CH2:10][CH2:11][CH2:12][CH2:13][C:14]#[N:15])[C:2]1[CH:7]=[CH:6][CH:5]=[CH:4][CH:3]=1.[C:37]1(=[O:43])[O:42][C:40](=[O:41])[CH2:39][CH2:38]1>N1C=CC=CC=1>[CH2:28]([O:27][N:26]([CH2:25][CH2:24][CH2:23][CH2:22][CH2:21][NH:20][C:19](=[O:35])[CH2:18][CH2:17][C:16](=[O:36])[N:9]([O:8][CH2:1][C:2]1[CH:3]=[CH:4][CH:5]=[CH:6][CH:7]=1)[CH2:10][CH2:11][CH2:12][CH2:13][C:14]#[N:15])[C:37](=[O:43])[CH2:38][CH2:39][C:40]([OH:42])=[O:41])[C:29]1[CH:30]=[CH:31][CH:32]=[CH:33][CH:34]=1. Reported procedure: 5,16-Bis(benzyloxy)-20-cyano-4,12,15-trioxo-5,11,16-triazaeicosanoic acid (10) was prepared by heating a solution of (9) (0.365 g, 0.738 mmol) and succinic anhydride (0.113 g, 1.13 mmol) in pyridine (10 mL) at 106° C. for 1.5 hours under N2. After removing the pyridine in vacuo, the residue was diluted with ether (25 mL) and then extracted with saturated NaHCO3 (3×25 mL). The combined aqueous portion was extracted further with ether (2×25 mL), then cautiously acidified with cold 6N HCl (20 mL). ... Starting materials: CC(C)(C)OC(=O)N1CCNCC1, CCCCOC(=O)Cl, ClCCl. Yields the product CCCCOC(=O)N1CCN(C(=O)OC(C)(C)C)CC1. As a reaction SMILES: [C:1]([CH3:2])([CH3:3])([CH3:4])[O:5][C:6](=[O:7])[N:8]1[CH2:9][CH2:10][NH:11][CH2:12][CH2:13]1.[Cl:14][C:15](=[O:16])[O:17][CH2:18][CH2:19][CH2:20][CH3:21].[Cl:22][CH2:23][Cl:24]>>[C:1]([CH3:2])([CH3:3])([CH3:4])[O:5][C:6](=[O:7])[N:8]1[CH2:9][CH2:10][N:11]([C:15](=[O:16])[O:17][CH2:18][CH2:19][CH2:20][CH3:21])[CH2:12][CH2:13]1. Starting materials: CC1=CC=C(C=C1)S(=O)(=O)OC1=CC(=C(C=C1)Br)O (4-Bromo-3-hydroxyphenyl 4-methylbenzenesulfonate), C([O-])([O-])=O.[K+].[K+] (potassium carbonate), Cl.ClCCN1CCCCC1 (1-(2 chloroethyl)piperidine hydrochloride). The solvent is CC(=O)C (acetone). Product: CC1=CC=C(C=C1)S(=O)(=O)OC1=CC(=C(C=C1)Br)OCCN1CCCCC1 (4-Bromo-3-(2-{piperidin-1-yl}ethoxy)phenyl 4-methylbenzenesulfonate). Isolated yield 106.6%. Reaction SMILES: [CH3:1][C:2]1[CH:7]=[CH:6][C:5]([S:8]([O:11][C:12]2[CH:17]=[CH:16][C:15]([Br:18])=[C:14]([OH:19])[CH:13]=2)(=[O:10])=[O:9])=[CH:4][CH:3]=1.C(=O)([O-])[O-].[K+].[K+].Cl.Cl[CH2:28][CH2:29][N:30]1[CH2:35][CH2:34][CH2:33][CH2:32][CH2:31]1>CC(C)=O>[CH3:1][C:2]1[CH:7]=[CH:6][C:5]([S:8]([O:11][C:12]2[CH:17]=[CH:16][C:15]([Br:18])=[C:14]([O:19][CH2:28][CH2:29][N:30]3[CH2:35][CH2:34][CH2:33][CH2:32][CH2:31]3)[CH:13]=2)(=[O:10])=[O:9])=[CH:4][CH:3]=1 |f:1.2.3,4.5|. Procedure: 4-Bromo-3-hydroxyphenyl 4-methylbenzenesulfonate (17.6 g), potassium carbonate (7.32 g), 1-(2 chloroethyl)piperidine hydrochloride (9.2 g) and acetone (300 ml) were stirred at reflux for 3 h, the reaction mixture filtered and evaporated to give the product as light brown foam (24.2 g).